This data is from the Open Reaction Database (ORD), a public repository of structured organic reaction records. The task is: describe an organic reaction: reactants, conditions, products, and yield Yield: 24.0%. Reagents/catalysts: C=1C=CC(=CC1)/C=C/C(=O)/C=C/C2=CC=CC=C2.C=1C=CC(=CC1)/C=C/C(=O)/C=C/C2=CC=CC=C2.C=1C=CC(=CC1)/C=C/C(=O)/C=C/C2=CC=CC=C2.[Pd].[Pd] (tris(dibenzylideneacetone)dipalladium(0)). RXN SMILES: Br[C:2]1[CH:3]=[CH:4][C:5]([N:8]2[CH2:13][CH2:12][O:11][CH2:10][CH2:9]2)=[N:6][CH:7]=1.[C:14]([O:18][C:19]([N:21]1[CH2:26][CH2:25][CH:24]([NH2:27])[CH2:23][CH2:22]1)=[O:20])([CH3:17])([CH3:16])[CH3:15].O(C(C)(C)C)[K].C1(P(C2CCCCC2)C2C=CC=CC=2C2C(C(C)C)=CC(C(C)C)=CC=2C(C)C)CCCCC1>C1(C)C=CC=CC=1.C1C=CC(/C=C/C(/C=C/C2C=CC=CC=2)=O)=CC=1.C1C=CC(/C=C/C(/C=C/C2C=CC=CC=2)=O)=CC=1.C1C=CC(/C=C/C(/C=C/C2C=CC=CC=2)=O)=CC=1.[Pd].[Pd]>[C:14]([O:18][C:19]([N:21]1[CH2:26][CH2:25][CH:24]([NH:27][C:2]2[CH:7]=[N:6][C:5]([N:8]3[CH2:13][CH2:12][O:11][CH2:10][CH2:9]3)=[CH:4][CH:3]=2)[CH2:23][CH2:22]1)=[O:20])([CH3:17])([CH3:15])[CH3:16] |f:5.6.7.8.9|. Reaction conditions: temperature 100 celsius, time 16 hour. Run in C1(=CC=CC=C1)C (toluene). The product is C(C)(C)(C)OC(=O)N1CCC(CC1)NC=1C=NC(=CC1)N1CCOCC1 (4-(6-Morpholin-4-yl-pyridin-3-ylamino)-piperidine-1-carboxylic acid tert-butyl ester). Starting materials: BrC=1C=CC(=NC1)N1CCOCC1 (4-(5-bromo-pyridin-2-yl)-morpholine), CC(C)C1=CC(=C(C(=C1)C(C)C)C2=C(C=CC=C2)P(C3CCCCC3)C4CCCCC4)C(C)C (X-Phos), C(C)(C)(C)OC(=O)N1CCC(CC1)N (4-amino-piperidine-1-carboxylic acid tert-butyl ester), O([K])C(C)(C)C (KOtert-Bu), C1(CCCCC1)P(C1=C(C=CC=C1)C1=C(C=C(C=C1C(C)C)C(C)C)C(C)C)C1CCCCC1 (dicyclohexyl-(2′,4′,6′-triisopropyl-biphenyl-2-yl)-phosphane). Procedure details: To a degassed solution of 4-(5-bromo-pyridin-2-yl)-morpholine (4.47 g, 18.39 mmol, 1.0 equiv; commercially available) and 4-amino-piperidine-1-carboxylic acid tert-butyl ester (4.42 g, 22.07 mmol, 1.2 equiv; commercially available) in toluene (40 mL) was added KOtert-Bu (5.16 g, 46.00 mmol, 2.5 equiv), dicyclohexyl-(2′,4′,6′-triisopropyl-biphenyl-2-yl)-phosphane (0.18 g, 0.37 mmol, 0.02 equiv; X-Phos ligand [CAS RN 564483-18-7]; commercially available from Strem Chemicals, USA) and tris(dibenzyl... The reactants are C(C)OC1=C(C(=O)O)C=C(C=C1)OCC(F)(F)F (2-ethoxy-5-(2,2,2-trifluoroethoxy)benzoic acid), acid chloride, NCC1=NC=CC=C1 (2-aminomethylpyridine). Product: C(C)OC1=C(C(=O)NCC2=NC=CC=C2)C=C(C=C1)OCC(F)(F)F (2-ethoxy-5-(2,2,2-trifluoroethoxy)-N-(2-pyridylmethyl)benzamide). As a reaction SMILES: [CH2:1]([O:3][C:4]1[CH:12]=[CH:11][C:10]([O:13][CH2:14][C:15]([F:18])([F:17])[F:16])=[CH:9][C:5]=1[C:6]([OH:8])=O)[CH3:2].[NH2:19][CH2:20][C:21]1[CH:26]=[CH:25][CH:24]=[CH:23][N:22]=1>>[CH2:1]([O:3][C:4]1[CH:12]=[CH:11][C:10]([O:13][CH2:14][C:15]([F:18])([F:17])[F:16])=[CH:9][C:5]=1[C:6]([NH:19][CH2:20][C:21]1[CH:26]=[CH:25][CH:24]=[CH:23][N:22]=1)=[O:8])[CH3:2]. Reported procedure: Using the general method of Example XXIII Part D, 15.4 g (0.058 mole) of 2-ethoxy-5-(2,2,2-trifluoroethoxy)benzoic acid was converted to the acid chloride and then reacted with 2-aminomethylpyridine to provide 14.1 g of crystalline 2-ethoxy-5-(2,2,2-trifluoroethoxy)-N-(2-pyridylmethyl)benzamide, m.p. 110°-111° C. Analysis: Calculated for C17H17F3N2O3 : %C, 57.6; %H, 4.85; %N, 7.9; Found: %C, 57.1; %H, 4.8; %N, 7.8.